Dataset: the Open Reaction Database (ORD), a public repository of structured organic reaction records. Task: describe an organic reaction: reactants, conditions, products, and yield The reactants are CN1S(C2=C(CC1=O)SC=C2)(=O)=O (3,4-dihydro-2-methyl-3-oxo-2H-thieno[2,3-e]1,2-thiazine 1,1-dioxide), CS(=O)C (dimethylsulfoxide), BrC1=CC=C(C=C1)N=C=O (4-bromophenyl isocyanate). Solvent: C(C)N(CC)CC (triethylamine). Run at time 24 hour. Product: BrC1=CC=C(NC(=O)C2=C(N(S(C3=C2SC=C3)(=O)=O)C)O)C=C1 (4'-bromo-3-hydroxy-2-methyl-2H-thieno[2,3-e]1,2-thiazine-4-carboxanilide 1,1-dioxide). Reaction SMILES: [CH3:1][N:2]1[C:7](=[O:8])[CH2:6][C:5]2[S:9][CH:10]=[CH:11][C:4]=2[S:3]1(=[O:13])=[O:12].CS(C)=O.[Br:18][C:19]1[CH:24]=[CH:23][C:22]([N:25]=[C:26]=[O:27])=[CH:21][CH:20]=1>C(N(CC)CC)C>[Br:18][C:19]1[CH:24]=[CH:23][C:22]([NH:25][C:26]([C:6]2[C:5]3[S:9][CH:10]=[CH:11][C:4]=3[S:3](=[O:13])(=[O:12])[N:2]([CH3:1])[C:7]=2[OH:8])=[O:27])=[CH:21][CH:20]=1. Procedure: 3.1 G. of 3,4-dihydro-2-methyl-3-oxo-2H-thieno[2,3-e]1,2-thiazine 1,1-dioxide are dissolved in 31 ml. of absolute dimethylsulfoxide under an atmosphere of nitrogen. 1.44 G. of freshly distilled triethylamine and 2.83 g. of 4-bromophenyl isocyanate are added to the solution and the mixture is then stirred for 24 hours at room temperature. This mixture is then poured into 225 ml. of 3-N hydrochloric acid and the prepcipitate which separates out is filtered on a sinter filter, washed three times wi... Starting materials: NC=1C=C2C=NNC2=CC1 (5-aminoindazole), ClC=1C2=C(N=CN1)C=NC=C2 (4-chloropyrido[3,4-d]pyrimidine). Yields the product N1N=CC2=CC(=CC=C12)NC=1C2=C(N=CN1)C=NC=C2 ((1H-Indazol-5-yl)-pyrido[3,4-d]pyrimidin-4-yl-amine). The yield is 96.0%. RXN SMILES: [NH2:1][C:2]1[CH:3]=[C:4]2[C:8](=[CH:9][CH:10]=1)[NH:7][N:6]=[CH:5]2.Cl[C:12]1[C:13]2[CH:21]=[CH:20][N:19]=[CH:18][C:14]=2[N:15]=[CH:16][N:17]=1>>[NH:7]1[C:8]2[C:4](=[CH:3][C:2]([NH:1][C:12]3[C:13]4[CH:21]=[CH:20][N:19]=[CH:18][C:14]=4[N:15]=[CH:16][N:17]=3)=[CH:10][CH:9]=2)[CH:5]=[N:6]1. Reported procedure: This product was prepared in 96% yield from 5-aminoindazole (1.1 eq.) and 4-chloropyrido[3,4-d]pyrimidine (1 eq.). MP 258° C.; LC-MS: 263 (MH+). Starting materials: ClC1=C(C=C(C=C1)C=1C(=NC=C(C(=O)O)C1)OC1CCC1)F (5-(4-chloro-3-fluorophenyl)-6-cyclobutoxy-nicotinic acid), FC(C1=NOC(=N1)CN)(F)F (3-trifluoromethyl-[1,2,4]oxadiazol-5-methanamine). The product is ClC1=C(C=C(C=C1)C=1C(=NC=C(C(=O)NCC2=NC(=NO2)C(F)(F)F)C1)OC1CCC1)F (5-(4-chloro-3-fluorophenyl)-6-cyclobutoxy-N-((3-(trifluoromethyl)-1,2,4-oxadiazol-5-yl)methyl)nicotinamide). RXN SMILES: [Cl:1][C:2]1[CH:7]=[CH:6][C:5]([C:8]2[C:9]([O:17][CH:18]3[CH2:21][CH2:20][CH2:19]3)=[N:10][CH:11]=[C:12]([CH:16]=2)[C:13](O)=[O:14])=[CH:4][C:3]=1[F:22].[F:23][C:24]([F:33])([F:32])[C:25]1[N:29]=[C:28]([CH2:30][NH2:31])[O:27][N:26]=1>>[Cl:1][C:2]1[CH:7]=[CH:6][C:5]([C:8]2[C:9]([O:17][CH:18]3[CH2:21][CH2:20][CH2:19]3)=[N:10][CH:11]=[C:12]([CH:16]=2)[C:13]([NH:31][CH2:30][C:28]2[O:27][N:26]=[C:25]([C:24]([F:33])([F:32])[F:23])[N:29]=2)=[O:14])=[CH:4][C:3]=1[F:22]. Reported procedure: The title compound was synthesized in analogy to Example 1 using 5-(4-chloro-3-fluorophenyl)-6-cyclobutoxy-nicotinic acid (example CB) and 3-trifluoromethyl-[1,2,4]oxadiazol-5-methanamine (example AK) as starting materials; LC-MS (UV peak area/ESI) 90.1%, 471.1 (M+H)+. Reactants: C(CC)OC1=C(C(=O)Cl)C=CC=C1 (2-n-Propoxybenzoyl chloride), NC1=C(C(=O)N)C=CC=C1C(N)=O (2-amino-3-carbamoylbenzamide), [OH-].[Na+] (sodium hydroxide), O (water). Run in N1=CC=CC=C1 (pyridine), C(C)O (ethanol). Run at time 3 day. Product: C(N)(=O)C=1C=CC=C2C(NC(=NC12)C1=C(C=CC=C1)OCCC)=O (8-Carbamyl-2-(2-n-propoxyphenyl)quinazolin-4(3H)-one). The yield is 21.0%. As a reaction SMILES: [CH2:1]([O:4][C:5]1[CH:13]=[CH:12][CH:11]=[CH:10][C:6]=1[C:7](Cl)=O)[CH2:2][CH3:3].[NH2:14][C:15]1[C:23]([C:24](=[O:26])[NH2:25])=[CH:22][CH:21]=[CH:20][C:16]=1[C:17]([NH2:19])=[O:18].[OH-].[Na+].O>N1C=CC=CC=1.C(O)C>[C:17]([C:16]1[CH:20]=[CH:21][CH:22]=[C:23]2[C:15]=1[N:14]=[C:7]([C:6]1[CH:10]=[CH:11][CH:12]=[CH:13][C:5]=1[O:4][CH2:1][CH2:2][CH3:3])[NH:25][C:24]2=[O:26])(=[O:18])[NH2:19] |f:2.3|. Procedure: 2-n-Propoxybenzoyl chloride (7.27 g, 0.366 mol) was added dropwise to a stirred suspension of 2-amino-3-carbamoylbenzamide (Preparation 17; 2.63 g, 0.0147 mol) in pyridine (50 ml) at 0° C. The mixture was stirred at room temperature for 3 days, then the solvent evaporated under vacuum. The residue was treated with water (100 ml) and, on chilling the solution, colorless crystals formed. The product was collected by filtration and then suspended in a stirred mixture of sodium hydroxide (1.73 g, 0.... Starting materials: CN(C)C=O, Cc1cc(C(=O)c2c[nH]c3ccccc3c2=O)ccn1, Fc1ccccc1CBr, [H-], [Na+]. Product: Cc1cc(C(=O)c2cn(Cc3ccccc3F)c3ccccc3c2=O)ccn1. As a reaction SMILES: [CH3:32][N:33]([CH3:34])[CH:35]=[O:36].[CH3:3][c:4]1[n:5][cH:6][cH:7][c:8]([C:10](=[O:11])[c:12]2[cH:13][nH:14][c:15]3[cH:16][cH:17][cH:18][cH:19][c:20]3[c:21]2=[O:22])[cH:9]1.[F:23][c:24]1[c:25]([CH2:26][Br:27])[cH:28][cH:29][cH:30][cH:31]1.[H-:1].[Na+:2]>>[CH3:3][c:4]1[n:5][cH:6][cH:7][c:8]([C:10](=[O:11])[c:12]2[cH:13][n:14]([CH2:26][c:25]3[c:24]([F:23])[cH:31][cH:30][cH:29][cH:28]3)[c:15]3[cH:16][cH:17][cH:18][cH:19][c:20]3[c:21]2=[O:22])[cH:9]1.